From a dataset of the Open Reaction Database (ORD), a public repository of structured organic reaction records. describe an organic reaction: reactants, conditions, products, and yield Starting materials: OCCCCNS(=O)(=O)C1=CC=C(C=C1)Br (4-bromophenyl-sulfonic acid-(4-hydroxybutyl)-amide), FC1=C(C=CC(=C1)F)B(O)O (2,4-difluorophenyl boronic acid). The product is OCCCCNS(=O)(=O)C1=CC=C(C=C1)C1=C(C=C(C=C1)F)F (2′,4′-Difluorobiphenyl-4-sulfonic acid-(4-hydroxybutyl)-amide). As a reaction SMILES: [OH:1][CH2:2][CH2:3][CH2:4][CH2:5][NH:6][S:7]([C:10]1[CH:15]=[CH:14][C:13](Br)=[CH:12][CH:11]=1)(=[O:9])=[O:8].[F:17][C:18]1[CH:23]=[C:22]([F:24])[CH:21]=[CH:20][C:19]=1B(O)O>>[OH:1][CH2:2][CH2:3][CH2:4][CH2:5][NH:6][S:7]([C:10]1[CH:15]=[CH:14][C:13]([C:21]2[CH:20]=[CH:19][C:18]([F:17])=[CH:23][C:22]=2[F:24])=[CH:12][CH:11]=1)(=[O:9])=[O:8]. Reported procedure: Using a method analogous to that described in Example 40, 4-bromophenyl-sulfonic acid-(4-hydroxybutyl)-amide and 2,4-difluorophenyl boronic acid were reacted to give the title compound as a white solid. δC (CDCl3, 62.9 MHz): 25.9, 29.6, 42.6, 60.2, 104.7 (t, J 25.8), 112.0 (dd, J 22.9 and 3.5), 127.3, 129.6, 131.5 (d, J 8.8), 131.5 (d, J 9.8), 139.1, 139.4, 159.9 (dd, J 252.0, 11.7) and 163.0 (dd, J 252.0, 11.7). Yields the product COC(=O)CC(C)C=O. Reactants: C[O-], CO, COC(=O)CC(C)C[N+](=O)[O-], [Na+], O=[O+][O-]. As a reaction SMILES: [CH3:12][O-:13].[CH3:18][OH:19].[CH3:1][CH:2]([CH2:3][C:4](=[O:5])[O:6][CH3:7])[CH2:8][N+:9]([O-:10])=[O:11].[Na+:14].[O-:15][O+:16]=[O:17]>>[CH3:1][CH:2]([CH2:3][C:4](=[O:5])[O:6][CH3:7])[CH:8]=[O:15]. The reactants are C1CCC(CC1)N=C=NC2CCCCC2 (DCC), C=1C=CC2=C(C1)N=NN2O (HOBt), TEA, C(C1=CC=CC=C1)(=O)N[C@@H](CC1=CC=CC=C1)C(=O)O (benzoyl-L-phenylalanine), FC(C(=O)O)(F)F.C1(=CC=CC2=CC=CC=C12)OC([C@@H](N)CCCN(C(NC(=O)OCC1=CC=CC=C1)=N)C(=O)OCC1=CC=CC=C1)=O (Nδ,Nω -dibenzyloxycarbonyl-L-arginine 1-naphthyl ester trifluoroacetate). Run in CN(C)C=O (DMF). Conditions: time 3 hour. Product: C1(=CC=CC2=CC=CC=C12)OC([C@@H](NC([C@@H](NC(C1=CC=CC=C1)=O)CC1=CC=CC=C1)=O)CCCN(C(NC(=O)OCC1=CC=CC=C1)=N)C(=O)OCC1=CC=CC=C1)=O (benzoyl-L-phenylalanyl-Nδ,Nω -dibenzyloxycarbonyl-L-arginine 1-naphthyl ester). Yield: 56.9%. Reaction SMILES: [C:1]([NH:9][C@H:10]([C:18]([OH:20])=O)[CH2:11][C:12]1[CH:17]=[CH:16][CH:15]=[CH:14][CH:13]=1)(=[O:8])[C:2]1[CH:7]=[CH:6][CH:5]=[CH:4][CH:3]=1.FC(F)(F)C(O)=O.[C:28]1([O:38][C:39](=[O:69])[C@H:40]([CH2:42][CH2:43][CH2:44][N:45]([C:59]([O:61][CH2:62][C:63]2[CH:68]=[CH:67][CH:66]=[CH:65][CH:64]=2)=[O:60])[C:46](=[NH:58])[NH:47][C:48]([O:50][CH2:51][C:52]2[CH:57]=[CH:56][CH:55]=[CH:54][CH:53]=2)=[O:49])[NH2:41])[C:37]2[C:32](=[CH:33][CH:34]=[CH:35][CH:36]=2)[CH:31]=[CH:30][CH:29]=1.C1CCC(N=C=NC2CCCCC2)CC1.C1C=CC2N(O)N=NC=2C=1>CN(C=O)C>[C:28]1([O:38][C:39](=[O:69])[C@H:40]([CH2:42][CH2:43][CH2:44][N:45]([C:59]([O:61][CH2:62][C:63]2[CH:68]=[CH:67][CH:66]=[CH:65][CH:64]=2)=[O:60])[C:46](=[NH:58])[NH:47][C:48]([O:50][CH2:51][C:52]2[CH:53]=[CH:54][CH:55]=[CH:56][CH:57]=2)=[O:49])[NH:41][C:18](=[O:20])[C@H:10]([CH2:11][C:12]2[CH:13]=[CH:14][CH:15]=[CH:16][CH:17]=2)[NH:9][C:1](=[O:8])[C:2]2[CH:3]=[CH:4][CH:5]=[CH:6][CH:7]=2)[C:37]2[C:32](=[CH:33][CH:34]=[CH:35][CH:36]=2)[CH:31]=[CH:30][CH:29]=1 |f:1.2|. Reported procedure: In 8 ml of DMF were dissolved 808 mg of benzoyl-L-phenylalanine and 2.05 g of Nδ,Nω -dibenzyloxycarbonyl-L-arginine 1-naphthyl ester trifluoroacetate, after which 681 mg of DCC, 405 mg of HOBt and 304 mg of TEA were added thereto with ice-cooling, and the mixture was stirred for 3 hrs, and then at room temperature for a further 24 hrs. After the reaction, the DCU thus precipitated was removed by filtration, and ethyl acetate was added to the filtrate, after which the mixture was washed with 10% ... The reactants are CCC(CC)(COc1ccc(C(CC)(CC)c2ccc(OCc3ccccc3)c(C)c2)cc1C)OC(C)=O, CCO. The product is CCC(CC)(COc1ccc(C(CC)(CC)c2ccc(O)c(C)c2)cc1C)OC(C)=O. RXN SMILES: [CH2:1]([c:2]1[cH:3][cH:4][cH:5][cH:6][cH:7]1)[O:8][c:9]1[c:10]([CH3:38])[cH:11][c:12]([C:15]([CH2:16][CH3:17])([CH2:18][CH3:19])[c:20]2[cH:21][c:22]([CH3:37])[c:23]([O:24][CH2:25][C:26]([CH2:27][CH3:28])([CH2:29][CH3:30])[O:31][C:32]([CH3:33])=[O:34])[cH:35][cH:36]2)[cH:13][cH:14]1.[CH3:39][CH2:40][OH:41]>>[OH:8][c:9]1[c:10]([CH3:38])[cH:11][c:12]([C:15]([CH2:16][CH3:17])([CH2:18][CH3:19])[c:20]2[cH:21][c:22]([CH3:37])[c:23]([O:24][CH2:25][C:26]([CH2:27][CH3:28])([CH2:29][CH3:30])[O:31][C:32]([CH3:33])=[O:34])[cH:35][cH:36]2)[cH:13][cH:14]1. Starting materials: C[O-], CO, CCOC(=O)C1=Cc2cc(C)cc(CI)c2OC1C(F)(F)F, [Na+]. Product: CCOC(=O)C1=Cc2cc(C)cc(COC)c2OC1C(F)(F)F. Reaction SMILES: [CH3:23][O-:24].[CH3:26][OH:27].[I:1][CH2:2][c:3]1[cH:4][c:5]([CH3:22])[cH:6][c:7]2[c:12]1[O:11][CH:10]([C:13]([F:14])([F:15])[F:16])[C:9]([C:17](=[O:18])[O:19][CH2:20][CH3:21])=[CH:8]2.[Na+:25]>>[CH2:2]([c:3]1[cH:4][c:5]([CH3:22])[cH:6][c:7]2[c:12]1[O:11][CH:10]([C:13]([F:14])([F:15])[F:16])[C:9]([C:17](=[O:18])[O:19][CH2:20][CH3:21])=[CH:8]2)[O:24][CH3:23].